This data is from the Open Reaction Database (ORD), a public repository of structured organic reaction records. The task is: describe an organic reaction: reactants, conditions, products, and yield The reactants are COC(C1=C(C=CC(=C1)F)SC(C1=CC=CC=C1)(C1=CC=CC=C1)C1=CC=CC=C1)=O (5-fluoro-2-tritylsulfanyl-benzoic acid methyl ester), [Li+].[OH-] (LiOH), Cl (HCl). Solvent: CO.C1CCOC1.O (MeOH THF H2O). Conditions: time 8 hour. The product is FC=1C=CC(=C(C(=O)O)C1)SC(C1=CC=CC=C1)(C1=CC=CC=C1)C1=CC=CC=C1 (5-fluoro-2-tritylsulfanyl-benzoic acid). The yield is 89.6%. As a reaction SMILES: C[O:2][C:3](=[O:31])[C:4]1[CH:9]=[C:8]([F:10])[CH:7]=[CH:6][C:5]=1[S:11][C:12]([C:25]1[CH:30]=[CH:29][CH:28]=[CH:27][CH:26]=1)([C:19]1[CH:24]=[CH:23][CH:22]=[CH:21][CH:20]=1)[C:13]1[CH:18]=[CH:17][CH:16]=[CH:15][CH:14]=1.[Li+].[OH-].Cl>CO.C1COCC1.O>[F:10][C:8]1[CH:7]=[CH:6][C:5]([S:11][C:12]([C:25]2[CH:30]=[CH:29][CH:28]=[CH:27][CH:26]=2)([C:13]2[CH:14]=[CH:15][CH:16]=[CH:17][CH:18]=2)[C:19]2[CH:24]=[CH:23][CH:22]=[CH:21][CH:20]=2)=[C:4]([CH:9]=1)[C:3]([OH:31])=[O:2] |f:1.2,4.5.6|. Procedure: A mixture of 5-fluoro-2-tritylsulfanyl-benzoic acid methyl ester (4.74 g, 11.2 mmol) and LiOH (1.74 g, 41.4 mmol) in 80 mL of MeOH/THF/H2O (1/2/1) was stirred at rt overnight. The reaction mixture was acidified to pH 4 using 1 N HCl. The precipitate was collected by filtration, rinsed with water and dried in vacuo to provide 5-fluoro-2-tritylsulfanyl-benzoic acid (4.16 g). MS ESI(+) m/e: 415.13 (M+1). The reactants are mono- and bistosylates, [OH-].[K+] (potassium hydroxide), C1[C@H]([C@@H]2[C@H](O1)[C@@H](CO2)O)O (isomannide), C1(=CC=C(C=C1)S(=O)(=O)Cl)C (p-toluenesulphonyl chloride). Run in O (water), C(Cl)(Cl)(Cl)Cl (carbon tetrachloride), ClCCl (dichloromethane), O (water). Reaction conditions: temperature 0 celsius. Yields the product CC1=CC=C(C=C1)S(=O)(=O)O[C@H]1[C@@H]2[C@H](OC1)[C@@H](CO2)OS(=O)(=O)C2=CC=C(C=C2)C ((3R,3aS,6R,6aS)-Hexahydrofuro[3,2-b]furan-3,6-diyl bis(4-methylbenzenesulfonate)). The yield is 48.2%. Reaction SMILES: [CH2:1]1[O:5][C@@H:4]2[C@H:6]([OH:9])[CH2:7][O:8][C@@H:3]2[C@@H:2]1[OH:10].[C:11]1([CH3:21])[CH:16]=[CH:15][C:14]([S:17](Cl)(=[O:19])=[O:18])=[CH:13][CH:12]=1.[OH-:22].[K+]>C(Cl)(Cl)(Cl)Cl.ClCCl.O>[CH3:21][C:11]1[CH:16]=[CH:15][C:14]([S:17]([O:10][C@@H:2]2[CH2:1][O:5][C@@H:4]3[C@H:6]([O:9][S:17]([C:14]4[CH:15]=[CH:16][C:11]([CH3:21])=[CH:12][CH:13]=4)(=[O:18])=[O:22])[CH2:7][O:8][C@H:3]23)(=[O:19])=[O:18])=[CH:13][CH:12]=1 |f:2.3|. Procedure details: Isomannide (40) (50 g, 342.5 mmol) and p-toluenesulphonyl chloride (143.6 g, 753.2 mmol) were dissolved in a mixture of carbon tetrachloride (300 mL), dichloromethane (30 mL) and water (250 mL). The flask was cooled to 0° C. and a solution of potassium hydroxide (42.0 g, 750.0 mmol) in water (42 mL) added dropwise over 2 hours with stirring under argon. The resulting biphasic mixture was stirred vigorously at 0° C. for 24 hours. The resulting off-white precipitate, comprising a mixture of mono- ... The reactants are N#N.C(C)(C)(C)OC(=O)N[C@@H]([C@H](O)C)C(=O)NOCC1=CC=CC=C1 (N2 (t Butyloxycarbonyl)-N-(Phenylmethoxy)-L-threonineamide), Cl (hydrochloric acid), Cl (HCl), CS(=O)(=O)Cl (methanesulfonyl chloride). Run in N1=CC=CC=C1 (pyridine). Run at temperature 0 celsius, time 2.5 hour. The product is N#N.C(C)(C)(C)OC(=O)N[C@@H]([C@H](OS(=O)(=O)C)C)C(=O)NOCC1=CC=CC=C1 (N2 (t-Butyloxycarbonyl)-O-(methylsulfonyl)-N-(phenylmethoxy)-L-threonineamid). RXN SMILES: [N:1]#[N:2].[C:3]([O:7][C:8]([NH:10][C@H:11]([C:15]([NH:17][O:18][CH2:19][C:20]1[CH:25]=[CH:24][CH:23]=[CH:22][CH:21]=1)=[O:16])[C@@H:12]([CH3:14])[OH:13])=[O:9])([CH3:6])([CH3:5])[CH3:4].[CH3:26][S:27](Cl)(=[O:29])=[O:28].Cl>N1C=CC=CC=1>[N:1]#[N:2].[C:3]([O:7][C:8]([NH:10][C@H:11]([C:15]([NH:17][O:18][CH2:19][C:20]1[CH:21]=[CH:22][CH:23]=[CH:24][CH:25]=1)=[O:16])[C@@H:12]([CH3:14])[O:13][S:27]([CH3:26])(=[O:29])=[O:28])=[O:9])([CH3:4])([CH3:5])[CH3:6] |f:0.1,5.6|. Procedure details: N2 -(t Butyloxycarbonyl)-N-(Phenylmethoxy)-L-threonineamide (244 g) was dissolved in 1.2 liters of pyridine and the solution was cooled to 0° C. With stirring 120 grams of methanesulfonyl chloride was added dropwise at 0°-5° C. After 2.5 hours, the reaction mixture was poured into a mixture of 1500 ml of 2N hydrochloric acid and ice and concentrated HCl was added to adjust the pH of the mixture to 4. The title compound crystallized, and, after stirring for 1 hour, was filtered off, washed with w... Starting materials: CC(C)(C)O, Nc1nc(Cl)c(CCCl)c(Cl)n1, [Na+], [OH-], O. Yields the product Nc1nc(Cl)c2c(n1)OCC2. As a reaction SMILES: [C:16]([OH:17])([CH3:18])([CH3:19])[CH3:20].[NH2:1][c:2]1[n:3][c:4]([Cl:12])[c:5]([CH2:9][CH2:10][Cl:11])[c:6]([Cl:8])[n:7]1.[Na+:14].[OH-:13].[OH2:15]>>[NH2:1][c:2]1[n:3][c:4]2[c:5]([c:6]([Cl:8])[n:7]1)[CH2:9][CH2:10][O:13]2. Starting materials: Cl (hydrogen chloride), C\C(=C/C1=CC=C(C(=O)O)C=C1)\C1=C(C=C2C(CCC(C2=C1)(C)C)(C)C)C (E-4-[2-methyl-2-(1,1,4,4,6-pentamethyl-1,2,3,4-tetrahydronaphth-7-yl)-vinyl]-benzoic acid), C(C)O (ethanol). Reaction conditions: time 4 hour. Product: C\C(=C/C1=CC=C(C(=O)OCC)C=C1)\C1=C(C=C2C(CCC(C2=C1)(C)C)(C)C)C (ethyl E-4-[2-methyl-2-(1,1,4,4,6-pentamethyl-1,2,3,4-tetrahydronaphth-7-yl)-vinyl]-benzoate). Reaction SMILES: Cl.[CH3:2]/[C:3](/[C:14]1[CH:23]=[C:22]2[C:17]([C:18]([CH3:27])([CH3:26])[CH2:19][CH2:20][C:21]2([CH3:25])[CH3:24])=[CH:16][C:15]=1[CH3:28])=[CH:4]\[C:5]1[CH:13]=[CH:12][C:8]([C:9]([OH:11])=[O:10])=[CH:7][CH:6]=1.[CH2:29](O)[CH3:30]>>[CH3:2]/[C:3](/[C:14]1[CH:23]=[C:22]2[C:17]([C:18]([CH3:27])([CH3:26])[CH2:19][CH2:20][C:21]2([CH3:25])[CH3:24])=[CH:16][C:15]=1[CH3:28])=[CH:4]\[C:5]1[CH:6]=[CH:7][C:8]([C:9]([O:11][CH2:29][CH3:30])=[O:10])=[CH:12][CH:13]=1. Procedure details: Gaseous hydrogen chloride was passed into a solution of 4.0 g of E-4-[2-methyl-2-(1,1,4,4,6-pentamethyl-1,2,3,4-tetrahydronaphth-7-yl)-vinyl]-benzoic acid in 300 ml of ethanol at the boiling point of the reaction mixture, until the solution was saturated. Thereafter, the mixture was kept at the boil for a further 4 hours, cooled, flushed with nitrogen and then evaporated down. The residue was digested with 30 ml of methanol, and the product was filtered off and dried. 3.6 g of ethyl E-4-[2-methy...